This data is from the Open Reaction Database (ORD), a public repository of structured organic reaction records. The task is: describe an organic reaction: reactants, conditions, products, and yield Starting materials: C1(=CC=CC=C1)P(C1=CC=CC=C1)C1=CC=CC=C1 (triphenylphosphine), N(=[N+]=[N-])CCCCN(C(=O)N1C=NC(=C1)C1=CC=CC=C1)C (N-(4-azidobutyl)-N-methyl-4-phenyl-1H-imidazole-1-carboxamide), C(=S)=S (Carbondisulfide). Run in C1(=CC=CC=C1)C (toluene). Reaction conditions: temperature 50 celsius, time 2 hour. The product is N(=C=S)CCCCN(C(=O)N1C=NC(=C1)C1=CC=CC=C1)C (N-(4-isothiocyanatobutyl)-N-methyl-4-phenyl-1H-imidazole-1-carboxamide). RXN SMILES: [N:1]([CH2:4][CH2:5][CH2:6][CH2:7][N:8]([CH3:22])[C:9]([N:11]1[CH:15]=[C:14]([C:16]2[CH:21]=[CH:20][CH:19]=[CH:18][CH:17]=2)[N:13]=[CH:12]1)=[O:10])=[N+]=[N-].C1(P(C2C=CC=CC=2)C2C=CC=CC=2)C=CC=CC=1.[C:42](=S)=[S:43]>C1(C)C=CC=CC=1>[N:1]([CH2:4][CH2:5][CH2:6][CH2:7][N:8]([CH3:22])[C:9]([N:11]1[CH:15]=[C:14]([C:16]2[CH:21]=[CH:20][CH:19]=[CH:18][CH:17]=2)[N:13]=[CH:12]1)=[O:10])=[C:42]=[S:43]. Reported procedure: To a compound 48 (0.85 mmol) in anhydrous toluene (20 mL) was added triphenylphosphine (1 mmol) and reaction mixture was stirred at 50° C. for 2 h. Carbondisulfide (10 mmol) was added and the stirring continued at 50° C. for 4 h. Reaction was cooled to r.t. and solvent was evaporated on Rotavapor to give a crude compound which on purification by Biotage SP1 gave a pure isothiocyante 49. The reactants are C(=O)(O)[O-].[Na+] (NaHCO3), ClC=1N=NC(=CC1)Cl (3,6-dichloropyridazine), CC1(OB(OC1(C)C)C1=CCN(CC1)C(=O)OC(C)(C)C)C (tert-butyl 4-(4,4,5,5-tetramethyl-1,3,2-dioxaborolan-2-yl)-5,6-dihydropyridine-1(2H)-carboxylate). Reagents/catalysts: C=1C=CC(=CC1)[P](C=2C=CC=CC2)(C=3C=CC=CC3)[Pd]([P](C=4C=CC=CC4)(C=5C=CC=CC5)C=6C=CC=CC6)([P](C=7C=CC=CC7)(C=8C=CC=CC8)C=9C=CC=CC9)[P](C=1C=CC=CC1)(C=1C=CC=CC1)C=1C=CC=CC1 (tetrakis(triphenylphosphine)palladium(0)). Run in COCCOC (DME). Reaction conditions: temperature 80 celsius. Product: ClC1=CC=C(N=N1)C1=CCN(CC1)C(=O)OC(C)(C)C (tert-butyl 4-(6-chloropyridazin-3-yl)-5,6-dihydropyridine-1(2H)-carboxylate). The yield is 48.3%. RXN SMILES: C([O-])(O)=O.[Na+].[Cl:6][C:7]1[N:8]=[N:9][C:10](Cl)=[CH:11][CH:12]=1.CC1(C)C(C)(C)OB([C:22]2[CH2:27][CH2:26][N:25]([C:28]([O:30][C:31]([CH3:34])([CH3:33])[CH3:32])=[O:29])[CH2:24][CH:23]=2)O1>COCCOC.C1C=CC([P]([Pd]([P](C2C=CC=CC=2)(C2C=CC=CC=2)C2C=CC=CC=2)([P](C2C=CC=CC=2)(C2C=CC=CC=2)C2C=CC=CC=2)[P](C2C=CC=CC=2)(C2C=CC=CC=2)C2C=CC=CC=2)(C2C=CC=CC=2)C2C=CC=CC=2)=CC=1>[Cl:6][C:7]1[N:8]=[N:9][C:10]([C:22]2[CH2:27][CH2:26][N:25]([C:28]([O:30][C:31]([CH3:34])([CH3:33])[CH3:32])=[O:29])[CH2:24][CH:23]=2)=[CH:11][CH:12]=1 |f:0.1,^1:45,47,66,85|. Procedure details: Saturated aqueous NaHCO3 solution (10 mL) was added to a stirred solution of 3,6-dichloropyridazine (0.968 g, 6.5 mmol), tert-butyl 4-(4,4,5,5-tetramethyl-1,3,2-dioxaborolan-2-yl)-5,6-dihydropyridine-1(2H)-carboxylate (2.010 g, 6.50 mmol) and tetrakis(triphenylphosphine)palladium(0) (0.376 g, 0.33 mmol) in DME (20 mL). The vessel was flushed with nitrogen and the initial suspension was heated at 80° C. for 9 hours. The reaction mixture was diluted with DCM and washed with water. The organic phas... Reactants: N1=CC=CC=C1 (Pyridine), CN1N=C(C=C1N)C (2,5-dimethyl-2H-pyrazol-3-ylamine), C(C)(=O)OC(C)=O (acetic anhydride). Run at time 30 minute. The product is CN1N=C(C=C1NC(C)=O)C (N-(2,5-dimethyl-2H-pyrazol-3-yl)-acetamide). Isolated yield 100.0%. RXN SMILES: N1C=CC=CC=1.[CH3:7][N:8]1[C:12]([NH2:13])=[CH:11][C:10]([CH3:14])=[N:9]1.[C:15](OC(=O)C)(=[O:17])[CH3:16]>>[CH3:7][N:8]1[C:12]([NH:13][C:15](=[O:17])[CH3:16])=[CH:11][C:10]([CH3:14])=[N:9]1. Procedure: Pyridine (7.1 mL, 90 mmol) was added to a solution of 2,5-dimethyl-2H-pyrazol-3-ylamine (10 g, 90 mmol) in acetic anhydride (46 mL) at 0° C. and the resulting mixture was stirred at room temperature for 30 min. The solvent was removed under vacuum to yield the title compound as a brownish liquid (13.7 g), yield: 100%. Starting materials: CCC[C@@H](C(=O)OCC)N[C@@H](C)C(=O)N1[C@H]2CCCC[C@H]2C[C@@H]1C(=O)OCC3=CC=CC=C3 (Perindopril benzyl ester), C(C)O (ethanol). Reagents/catalysts: [Pd] (Pd—C). Product: CCC[C@@H](C(=O)OCC)N[C@@H](C)C(=O)N1[C@H]2CCCC[C@H]2C[C@H]1C(=O)O.CC(C)(C)N (perindopril erbumine). As a reaction SMILES: [CH3:1][CH2:2][CH2:3][C@H:4]([NH:10][C@H:11]([C:13]([N:15]1[C@@H:23]([C:24]([O:26]CC2C=CC=CC=2)=[O:25])[CH2:22][C@H:21]2[C@@H:16]1[CH2:17][CH2:18][CH2:19][CH2:20]2)=[O:14])[CH3:12])[C:5]([O:7][CH2:8][CH3:9])=[O:6].[CH2:34](O)C>[Pd]>[CH3:1][CH2:2][CH2:3][C@H:4]([NH:10][C@H:11]([C:13]([N:15]1[C@H:23]([C:24]([OH:26])=[O:25])[CH2:22][C@H:21]2[C@@H:16]1[CH2:17][CH2:18][CH2:19][CH2:20]2)=[O:14])[CH3:12])[C:5]([O:7][CH2:8][CH3:9])=[O:6].[CH3:22][C:23]([NH2:15])([CH3:24])[CH3:34] |f:3.4|. Reported procedure: Perindopril benzyl ester (1.4 g) obtained in Step VI was dissolved in absolute ethanol (15 ml). To the solution was added 10% Pd—C (5% w/w) and the mixture hydrogenated at 20-22° C. for 3 hours till completion of the reaction. The catalyst was filtered off and the filtrate concentrated under reduced pressure at 45° C. to give 1.3 g of perindopril (II). Reactants: FC1=C(C(=O)NC=2C(=C(C(=O)OC)C=CC2)O)C=CC(=C1)C1=CC=NC=C1 (Methyl 3-(2-fluoro-4-(pyridin-4-yl)benzamido)-2-hydroxybenzoate), CC1=CC=C(C=C1)S(=O)(=O)O (4-methylbenzenesulfonic acid). Run in C1(=CC=CC=C1)C (toluene). Run at temperature 118 celsius, time 2 day. Product: FC1=C(C=CC(=C1)C1=CC=NC=C1)C=1OC2=C(N1)C=CC=C2C(=O)OC (methyl 2-(2-fluoro-4-(pyridin-4-yl)phenyl)benzo[d]oxazole-7-carboxylate). The yield is 21.0%. As a reaction SMILES: [F:1][C:2]1[CH:21]=[C:20]([C:22]2[CH:27]=[CH:26][N:25]=[CH:24][CH:23]=2)[CH:19]=[CH:18][C:3]=1[C:4]([NH:6][C:7]1[C:8](O)=[C:9]([CH:14]=[CH:15][CH:16]=1)[C:10]([O:12][CH3:13])=[O:11])=[O:5].CC1C=CC(S(O)(=O)=O)=CC=1>C1(C)C=CC=CC=1>[F:1][C:2]1[CH:21]=[C:20]([C:22]2[CH:23]=[CH:24][N:25]=[CH:26][CH:27]=2)[CH:19]=[CH:18][C:3]=1[C:4]1[O:5][C:8]2[C:9]([C:10]([O:12][CH3:13])=[O:11])=[CH:14][CH:15]=[CH:16][C:7]=2[N:6]=1. Procedure details: Methyl 3-(2-fluoro-4-(pyridin-4-yl)benzamido)-2-hydroxybenzoate (2.50 g, 6.83 mmol) and 4-methylbenzenesulfonic acid (3.25 g, 17 mmol) were added to toluene (50 mL) and the mixture was stirred at 118° C. for 2 days. The resulting mixture was extracted with ethyl acetate (100 mL×4) and concentrated. The crude product was purified by column chromatography (silica gel, petroleum ether/ethyl acetate=20:1 to 10:1) to obtain methyl 2-(2-fluoro-4-(pyridin-4-yl)phenyl)benzo[d]oxazole-7-carboxylate as wh... The reactants are NC(=O)c1cc(Br)cc2c(C3CCS(=O)(=O)C3)c[nH]c12, O=C([O-])[O-], [K+], [K+], C1COCCO1, O, OB(O)c1ccc2sccc2c1. Product: NC(=O)c1cc(-c2ccc3sccc3c2)cc2c(C3CCS(=O)(=O)C3)c[nH]c12. RXN SMILES: [Br:1][c:2]1[cH:3][c:4]2[c:5]([CH:14]3[CH2:15][S:16](=[O:19])(=[O:20])[CH2:17][CH2:18]3)[cH:6][nH:7][c:8]2[c:9]([C:11](=[O:12])[NH2:13])[cH:10]1.[C:33](=[O:34])([O-:35])[O-:36].[K+:37].[K+:38].[O:40]1[CH2:41][CH2:42][O:43][CH2:44][CH2:45]1.[OH2:39].[s:21]1[cH:22][cH:23][c:24]2[c:25]1[cH:26][cH:27][c:28]([B:30]([OH:31])[OH:32])[cH:29]2>>[c:2]1(-[c:28]2[cH:27][cH:26][c:25]3[s:21][cH:22][cH:23][c:24]3[cH:29]2)[cH:3][c:4]2[c:5]([CH:14]3[CH2:15][S:16](=[O:19])(=[O:20])[CH2:17][CH2:18]3)[cH:6][nH:7][c:8]2[c:9]([C:11](=[O:12])[NH2:13])[cH:10]1. The reactants are c1ccc(CN2CCC(NCCNc3ccccc3)CC2)cc1, Cc1ccccc1, CO, O=C(Cl)Cl, [K+], [OH-]. Yields the product O=C1N(c2ccccc2)CCN1C1CCN(Cc2ccccc2)CC1. Reaction SMILES: [CH2:1]([c:2]1[cH:3][cH:4][cH:5][cH:6][cH:7]1)[N:8]1[CH2:9][CH2:10][CH:11]([NH:14][CH2:15][CH2:16][NH:17][c:18]2[cH:19][cH:20][cH:21][cH:22][cH:23]2)[CH2:12][CH2:13]1.[CH3:24][c:25]1[cH:26][cH:27][cH:28][cH:29][cH:30]1.[CH3:37][OH:38].[Cl:33][C:34]([Cl:35])=[O:36].[K+:32].[OH-:31]>>[CH2:1]([c:2]1[cH:3][cH:4][cH:5][cH:6][cH:7]1)[N:8]1[CH2:9][CH2:10][CH:11]([N:14]2[CH2:15][CH2:16][N:17]([c:18]3[cH:19][cH:20][cH:21][cH:22][cH:23]3)[C:34]2=[O:36])[CH2:12][CH2:13]1. Starting materials: C(C)(=O)C1=C(NC(=C(C1C1=CC(=CC=C1)[N+](=O)[O-])C(=O)OCCC#N)C)C (2-cyanoethyl 3-acetyl-1,4-dihydro-2,6-dimethyl-4-(3-nitrophenyl)-pyridine-5-carboxylate), Cl(=O)(=O)(=O)[O-].[Li+] (lithium perchlorate). The reagents and catalysts are [Pt] (platinum). Solvent: C(C)#N (acetonitrile). The product is C(C)(=O)C=1C(=NC(=C(C1C1=CC(=CC=C1)[N+](=O)[O-])C(=O)OCCC#N)C)C (2-Cyanoethyl 3-acetyl-2,6-dimethyl-4-(3-nitrophenyl)pyridine-5-carboxylate). As a reaction SMILES: [C:1]([C:4]1[CH:9]([C:10]2[CH:15]=[CH:14][CH:13]=[C:12]([N+:16]([O-:18])=[O:17])[CH:11]=2)[C:8]([C:19]([O:21][CH2:22][CH2:23][C:24]#[N:25])=[O:20])=[C:7]([CH3:26])[NH:6][C:5]=1[CH3:27])(=[O:3])[CH3:2].Cl([O-])(=O)(=O)=O.[Li+]>C(#N)C.[Pt]>[C:1]([C:4]1[C:5]([CH3:27])=[N:6][C:7]([CH3:26])=[C:8]([C:19]([O:21][CH2:22][CH2:23][C:24]#[N:25])=[O:20])[C:9]=1[C:10]1[CH:15]=[CH:14][CH:13]=[C:12]([N+:16]([O-:18])=[O:17])[CH:11]=1)(=[O:3])[CH3:2] |f:1.2|. Procedure details: A solution of 10 g (27 mmols) of 2-cyanoethyl 3-acetyl-1,4-dihydro-2,6-dimethyl-4-(3-nitrophenyl)-pyridine-5-carboxylate in an electrolyte of 5 g of lithium perchlorate in 250 ml of acetonitrile was electrolyzed on a platinum anode at an electrode potential of +1.2 V vs. SCE. After passing through 2 Faraday equivalents, the electrolysis was stopped, the anolyte was evaporated in vacuo, the residue was taken up in a sodium bicarbonate solution and extracted several times with methylene chloride. ... Starting materials: Cl.ClCCNCCCl (Bis(2-chloroethyl)amine hydrochloride), NC=1C=C2C=CNC2=CC1 (5-aminoindole), C([O-])([O-])=O.[Na+].[Na+] (sodium carbonate). Solvent: C(C)O (ethanol). The product is N1C=CC2=CC(=CC=C12)N1CCNCC1 (1-(5-indolyl)piperazine). Yield: 18.5%. RXN SMILES: Cl.Cl[CH2:3][CH2:4][NH:5][CH2:6][CH2:7]Cl.[NH2:9][C:10]1[CH:11]=[C:12]2[C:16](=[CH:17][CH:18]=1)[NH:15][CH:14]=[CH:13]2.C(=O)([O-])[O-].[Na+].[Na+]>C(O)C>[NH:15]1[C:16]2[C:12](=[CH:11][C:10]([N:9]3[CH2:7][CH2:6][NH:5][CH2:4][CH2:3]3)=[CH:18][CH:17]=2)[CH:13]=[CH:14]1 |f:0.1,3.4.5|. Procedure details: Bis(2-chloroethyl)amine hydrochloride (3.60 g, 20.2 mmol) was added to a suspension of 5-aminoindole (2.53 g, 19.1 mmol) in ethanol (30 ml) and the mixture heated at reflux for 16 h. The mixture was allowed to cool, sodium carbonate (2.14 g, 20.2 mmol) was added and the reaction mixture heated at reflux for 8 h. The mixture was allowed to cool, filtered and the filtrate evaporated. The residue was dissolved in 1M hydrochloric acid (100 ml) and extracted with dichloromethane (2×50 ml). The aqueou...